This data is from the Open Reaction Database (ORD), a public repository of structured organic reaction records. The task is: describe an organic reaction: reactants, conditions, products, and yield Reactants: COC1=CC=C(CN(C2=NC(=NC(=N2)C)C=2C=C(C=NC2F)CN2CCN(CC2)C(=O)OC(C)(C)C)CC2=CC=C(C=C2)OC)C=C1 (tert-butyl 4-((5-(4-(bis(4-methoxybenzyl)amino)-6-methyl-1,3,5-triazin-2-yl)-6-fluoropyridin-3-yl)methyl)piperazine-1-carboxylate), COC1=NC=C(C=N1)N (2-methoxypyrimidin-5-amine), O1CCCC1 (tetrahydrofuran), C[Si](C)(C)[N-][Si](C)(C)C.[Li+] (lithium bis(trimethylsilyl)amide). Reaction conditions: temperature 0 celsius, time 1 hour. Product: COC1=CC=C(CN(C2=NC(=NC(=N2)C)C=2C=C(C=NC2NC=2C=NC(=NC2)OC)CN2CCN(CC2)C(=O)OC(C)(C)C)CC2=CC=C(C=C2)OC)C=C1 (tert-butyl 4-((5-(4-(bis(4-methoxybenzyl)amino)-6-methyl-1,3,5-triazin-2-yl)-6-(2-methoxypyrimidin-5-ylamino)pyridin-3-yl)methyl)piperazine-1-carboxylate). Isolated yield 72.2%. RXN SMILES: [CH3:1][O:2][C:3]1[CH:47]=[CH:46][C:6]([CH2:7][N:8]([CH2:37][C:38]2[CH:43]=[CH:42][C:41]([O:44][CH3:45])=[CH:40][CH:39]=2)[C:9]2[N:14]=[C:13]([CH3:15])[N:12]=[C:11]([C:16]3[CH:17]=[C:18]([CH2:23][N:24]4[CH2:29][CH2:28][N:27]([C:30]([O:32][C:33]([CH3:36])([CH3:35])[CH3:34])=[O:31])[CH2:26][CH2:25]4)[CH:19]=[N:20][C:21]=3F)[N:10]=2)=[CH:5][CH:4]=1.[CH3:48][O:49][C:50]1[N:55]=[CH:54][C:53]([NH2:56])=[CH:52][N:51]=1.O1CCCC1.C[Si]([N-][Si](C)(C)C)(C)C.[Li+]>>[CH3:1][O:2][C:3]1[CH:47]=[CH:46][C:6]([CH2:7][N:8]([CH2:37][C:38]2[CH:43]=[CH:42][C:41]([O:44][CH3:45])=[CH:40][CH:39]=2)[C:9]2[N:14]=[C:13]([CH3:15])[N:12]=[C:11]([C:16]3[CH:17]=[C:18]([CH2:23][N:24]4[CH2:29][CH2:28][N:27]([C:30]([O:32][C:33]([CH3:36])([CH3:35])[CH3:34])=[O:31])[CH2:26][CH2:25]4)[CH:19]=[N:20][C:21]=3[NH:56][C:53]3[CH:52]=[N:51][C:50]([O:49][CH3:48])=[N:55][CH:54]=3)[N:10]=2)=[CH:5][CH:4]=1 |f:3.4|. Procedure details: A solution of tert-butyl 4-((5-(4-(bis(4-methoxybenzyl)amino)-6-methyl-1,3,5-triazin-2-yl)-6-fluoropyridin-3-yl)methyl)piperazine-1-carboxylate (0.500 g, 0.777 mmol) and 2-methoxypyrimidin-5-amine (0.117 g, 0.932 mmol) (ACES PHARMA) in tetrahydrofuran (10 mL, 123 mmol) was stirred at 0° C. and treated dropwise via syringe with lithium bis(trimethylsilyl)amide (1.0 M solution in tetrahydrofuran; 2.330 mL, 2.330 mmol). The solution was stirred at 0° C. for 1 h. The solution was quenched with water... The reactants are CCCCCC.C(CCC)[Li] (n-butyllithium hexane), COCOC1=C(C=C(C(=C1)F)Cl)Br (2-bromo-4-chloro-5-fluorophenol methoxymethylether), C(C)OCC (diethyl ether), C(#N)C1=NC=CC=C1O[Si](C)(C)C (2-cyano-3-trimethylsilyloxypyridine). Run at time 1 hour. Yields the product ClC=1C(=CC(=C(C(=O)C2=NC=CC=C2O)C1)OCOC)F (2-(5-chloro-4-fluoro-2-methoxymethoxybenzoyl)-3-hydroxypyridine). As a reaction SMILES: [CH3:1][O:2][CH2:3][O:4][C:5]1[CH:10]=[C:9]([F:11])[C:8]([Cl:12])=[CH:7][C:6]=1Br.CCCCCC.C([Li])CCC.[C:25]([C:27]1[C:32]([O:33][Si](C)(C)C)=[CH:31][CH:30]=[CH:29][N:28]=1)#N.C([O:40]CC)C>>[Cl:12][C:8]1[C:9]([F:11])=[CH:10][C:5]([O:4][CH2:3][O:2][CH3:1])=[C:6]([CH:7]=1)[C:25]([C:27]1[C:32]([OH:33])=[CH:31][CH:30]=[CH:29][N:28]=1)=[O:40] |f:1.2|. Procedure: A solution of 2-bromo-4-chloro-5-fluorophenol methoxymethylether (17.65 g) in diethyl ether (400 ml) was cooled to -78° C. To the solution was added dropwise, under argon atmosphere, 1.6M n-butyllithium hexane solution (45 ml). The mixture was stirred for one hour under the same conditions, followed by dropwise addition of 2-cyano-3-trimethylsilyloxypyridine (13.18 g) at -78° C. The cooling bath was then removed, and the reaction mixture was stirred overnight while raising the temperature to roo... Starting materials: O (water), NH4HCO3, CC#N (CH3CN), CC#N (CH3CN), C(#N)C1=CC=C(C=C1)N1N=NC=C1CN(CCNC(OC(C)(C)C)=O)C (tert-butyl N-[2-([[1-(4-cyanophenyl)-1H-1,2,3-triazol-5-yl]methyl](methyl)amino)ethyl]carbamate). Solvent: ClCCl (dichloromethane), FC(C(=O)O)(F)F (trifluoroacetic acid). Reaction conditions: time 10 minute. Product: NCCN(C)CC1=CN=NN1C1=CC=C(C#N)C=C1 (4-(5-(((2-aminoethyl)(methyl)amino)methyl)-1H-1,2,3-triazol-1-yl)benzonitrile). Yield: 58.0%. As a reaction SMILES: [C:1]([C:3]1[CH:8]=[CH:7][C:6]([N:9]2[C:13]([CH2:14][N:15]([CH3:26])[CH2:16][CH2:17][NH:18]C(=O)OC(C)(C)C)=[CH:12][N:11]=[N:10]2)=[CH:5][CH:4]=1)#[N:2].O.CC#N>ClCCl.FC(F)(F)C(O)=O>[NH2:18][CH2:17][CH2:16][N:15]([CH2:14][C:13]1[N:9]([C:6]2[CH:5]=[CH:4][C:3]([C:1]#[N:2])=[CH:8][CH:7]=2)[N:10]=[N:11][CH:12]=1)[CH3:26]. Procedure: A solution of tert-butyl N-[2-([[1-(4-cyanophenyl)-1H-1,2,3-triazol-5-yl]methyl](methyl)amino)ethyl]carbamate (100 mg, 0.28 mmol, 1.00 equiv) in dichloromethane (4 mL) and trifluoroacetic acid (4 mL) was stirred at room temperature for 2 h. The resulting mixture was concentrated under vacuum and the crude product was purified by Prep-HPLC with the following conditions (2#-Waters 2767-2(HPLC-08)): Column, XBridge Shield RP 18, 5 μm, 19*×150 mm; mobile phase, water with 50 mmol NH4HCO3 and CH3CN (... Product: O=Cc1ccc(OCCOc2cnc(-c3ccccc3)c(-c3ccccc3)n2)cc1. RXN SMILES: [C:36](=[O:37])([O-:38])[O-:39].[CH3:20][S:21]([O:22][CH2:25][CH2:26][O:27][c:28]1[cH:29][cH:30][c:31]([CH:32]=[O:33])[cH:34][cH:35]1)(=[O:23])=[O:24].[CH3:42][N:43]([CH3:44])[CH:45]=[O:46].[K+:40].[K+:41].[c:1]1(-[c:7]2[n:8][cH:9][c:10]([OH:19])[n:11][c:12]2-[c:13]2[cH:14][cH:15][cH:16][cH:17][cH:18]2)[cH:2][cH:3][cH:4][cH:5][cH:6]1>>[c:1]1(-[c:7]2[n:8][cH:9][c:10]([O:19][CH2:25][CH2:26][O:27][c:28]3[cH:29][cH:30][c:31]([CH:32]=[O:33])[cH:34][cH:35]3)[n:11][c:12]2-[c:13]2[cH:14][cH:15][cH:16][cH:17][cH:18]2)[cH:2][cH:3][cH:4][cH:5][cH:6]1. The reactants are O=C([O-])[O-], CS(=O)(=O)OCCOc1ccc(C=O)cc1, CN(C)C=O, [K+], [K+], Oc1cnc(-c2ccccc2)c(-c2ccccc2)n1. Starting materials: CC=1C=CC(=CC1NC=2N=CC=C(N2)C=3C=CC=NC3)C(=O)NC=4C=C(C=C(C4)N5C=C(N=C5)C)C(F)(F)F (Nilotinib), ClC1=C(C(C(=O)O)O)C=CC=C1 (2-chloromandelic acid). The solvent is C(C)(C)(C)OC (methyl tert-butyl ether). Conditions: temperature 5 celsius, time 4 hour. Yields the product CC=1C=CC(=CC1NC=2N=CC=C(N2)C=3C=CC=NC3)C(=O)NC=4C=C(C=C(C4)N5C=C(N=C5)C)C(F)(F)F.ClC1=C(C(C(=O)[O-])O)C=CC=C1 (Nilotinib 2-chloromandelate). As a reaction SMILES: [CH3:1][C:2]1[CH:3]=[CH:4][C:5]([C:21]([NH:23][C:24]2[CH:25]=[C:26]([C:36]([F:39])([F:38])[F:37])[CH:27]=[C:28]([N:30]3[CH:34]=[N:33][C:32]([CH3:35])=[CH:31]3)[CH:29]=2)=[O:22])=[CH:6][C:7]=1[NH:8][C:9]1[N:10]=[CH:11][CH:12]=[C:13]([C:15]2[CH:16]=[CH:17][CH:18]=[N:19][CH:20]=2)[N:14]=1.[Cl:40][C:41]1[CH:51]=[CH:50][CH:49]=[CH:48][C:42]=1[CH:43]([OH:47])[C:44]([OH:46])=[O:45]>C(OC)(C)(C)C>[CH3:1][C:2]1[CH:3]=[CH:4][C:5]([C:21]([NH:23][C:24]2[CH:25]=[C:26]([C:36]([F:38])([F:39])[F:37])[CH:27]=[C:28]([N:30]3[CH:34]=[N:33][C:32]([CH3:35])=[CH:31]3)[CH:29]=2)=[O:22])=[CH:6][C:7]=1[NH:8][C:9]1[N:10]=[CH:11][CH:12]=[C:13]([C:15]2[CH:16]=[CH:17][CH:18]=[N:19][CH:20]=2)[N:14]=1.[Cl:40][C:41]1[CH:51]=[CH:50][CH:49]=[CH:48][C:42]=1[CH:43]([OH:47])[C:44]([O-:46])=[O:45] |f:3.4|. Reported procedure: Nilotinib base (0.300 g, 0.57 mmol) was dissolved in TFE (2 mL) at 40° C. to obtain a mixture. The mixture was stirred and added to a solution of 2-chloromandelic acid (0.106 g, 0.57 mmol) in TFE (1 mL) at 40° C. Stirring of the resulting clear solution was continued for about 4 h at 40° C. and the solution was subsequently cooled to 5° C. The mixture was kept at 5° C. overnight and then methyl tert-butyl ether (MTBE) (1.5 v/v) was added to the mixture at room temperature, leading to precipitati... The reactants are CCOC(C)=O, CCCCC1(O)c2cc(NC(=O)CC(C)(C)C)c(C)c(C)c2OC1(C)C, CCCCCC. The product is CCCCC1c2cc(NC(=O)CC(C)(C)C)c(C)c(C)c2OC1(C)C. RXN SMILES: [C:33]([O:34][CH2:35][CH3:36])(=[O:37])[CH3:38].[CH2:1]([CH2:2][CH2:3][CH3:4])[C:5]1([OH:26])[C:6]([CH3:24])([CH3:25])[O:7][c:8]2[c:9]1[cH:10][c:11]([NH:16][C:17]([CH2:18][C:19]([CH3:20])([CH3:21])[CH3:22])=[O:23])[c:12]([CH3:15])[c:13]2[CH3:14].[CH3:27][CH2:28][CH2:29][CH2:30][CH2:31][CH3:32]>>[CH2:1]([CH2:2][CH2:3][CH3:4])[CH:5]1[C:6]([CH3:24])([CH3:25])[O:7][c:8]2[c:9]1[cH:10][c:11]([NH:16][C:17]([CH2:18][C:19]([CH3:20])([CH3:21])[CH3:22])=[O:23])[c:12]([CH3:15])[c:13]2[CH3:14].